From a dataset of the Open Reaction Database (ORD), a public repository of structured organic reaction records. describe an organic reaction: reactants, conditions, products, and yield The reactants are BrC1=C(C=CC(=N1)C(=O)O)F (6-bromo-5-fluoropicolinic acid), FC1=C(C=C(C=C1)OCCC)B(O)O (2-fluoro-5-propoxyphenylboronic acid). The reagents and catalysts are C1=CC=C(C=C1)P([C-]2C=CC=C2)C3=CC=CC=C3.C1=CC=C(C=C1)P([C-]2C=CC=C2)C3=CC=CC=C3.Cl[Pd]Cl.[Fe+2].C(Cl)Cl (Pd(dppf)Cl2 DCM). Product: FC=1C=CC(=NC1C1=C(C=CC(=C1)OCCC)F)C(=O)O (5-fluoro-6-(2-fluoro-5-propoxyphenyl)picolinic acid). RXN SMILES: Br[C:2]1[N:7]=[C:6]([C:8]([OH:10])=[O:9])[CH:5]=[CH:4][C:3]=1[F:11].[F:12][C:13]1[CH:18]=[CH:17][C:16]([O:19][CH2:20][CH2:21][CH3:22])=[CH:15][C:14]=1B(O)O>C1C=CC(P(C2C=CC=CC=2)[C-]2C=CC=C2)=CC=1.C1C=CC(P(C2C=CC=CC=2)[C-]2C=CC=C2)=CC=1.Cl[Pd]Cl.[Fe+2].C(Cl)Cl>[F:11][C:3]1[CH:4]=[CH:5][C:6]([C:8]([OH:10])=[O:9])=[N:7][C:2]=1[C:18]1[CH:17]=[C:16]([O:19][CH2:20][CH2:21][CH3:22])[CH:15]=[CH:14][C:13]=1[F:12] |f:2.3.4.5.6|. Reported procedure: Method 1 was followed using 6-bromo-5-fluoropicolinic acid (1.0 equiv.) and 2-fluoro-5-propoxyphenylboronic acid (1.5 equiv.) and Pd(dppf)Cl2-DCM (0.05 equiv.) to give 5-fluoro-6-(2-fluoro-5-propoxyphenyl)picolinic acid. LC/MS=294.2 (M+H), Rt=0.95 min.